This data is from the Open Reaction Database (ORD), a public repository of structured organic reaction records. The task is: describe an organic reaction: reactants, conditions, products, and yield The reactants are C1CCOC1, COC(=O)c1sc(C#CC(C)(C)C)cc1N(NC(=O)C(F)(F)F)C(=O)C1CCC(C)CC1, CI, CCOC(C)=O. The product is COC(=O)c1sc(C#CC(C)(C)C)cc1N(C(=O)C1CCC(C)CC1)N(C)C(=O)C(F)(F)F. RXN SMILES: [CH2:35]1[O:36][CH2:37][CH2:38][CH2:39]1.[CH3:1][O:2][C:3](=[O:4])[c:5]1[s:6][c:7]([C:27]#[C:28][C:29]([CH3:30])([CH3:31])[CH3:32])[cH:8][c:9]1[N:10]([NH:11][C:12]([C:13]([F:14])([F:15])[F:16])=[O:17])[C:18](=[O:19])[CH:20]1[CH2:21][CH2:22][CH:23]([CH3:26])[CH2:24][CH2:25]1.[CH3:33][I:34].[CH3:40][CH2:41][O:42][C:43]([CH3:44])=[O:45]>>[CH3:1][O:2][C:3](=[O:4])[c:5]1[s:6][c:7]([C:27]#[C:28][C:29]([CH3:30])([CH3:31])[CH3:32])[cH:8][c:9]1[N:10]([N:11]([C:12]([C:13]([F:14])([F:15])[F:16])=[O:17])[CH3:33])[C:18](=[O:19])[CH:20]1[CH2:21][CH2:22][CH:23]([CH3:26])[CH2:24][CH2:25]1. Starting materials: O (water), C(C1=CC=CC=C1)(=O)N1CCN(CC1)C1=NC=CC(=N1)OC (2-(4-benzoyl-1-piperazinyl)-4-methoxypyrimidine), C(C)OCC (Ethyl ether), COC=1C=CC(=CC1)P2(=S)SP(=S)(S2)C=3C=CC(=CC3)OC (Lawesson's reagent). The solvent is C1(=CC=CC=C1)C (toluene). Conditions: temperature 85 celsius. The product is C(C1=CC=CC=C1)(=S)N1CCN(CC1)C1=NC=CC(=N1)OC (2-(4-thiobenzoyl-1-piperazinyl)-4-methoxypyrimidine). Isolated yield 43.9%. Reaction SMILES: [C:1]([N:9]1[CH2:14][CH2:13][N:12]([C:15]2[N:20]=[C:19]([O:21][CH3:22])[CH:18]=[CH:17][N:16]=2)[CH2:11][CH2:10]1)(=O)[C:2]1[CH:7]=[CH:6][CH:5]=[CH:4][CH:3]=1.COC1C=CC(P2(SP(C3C=CC(OC)=CC=3)(=S)S2)=[S:32])=CC=1.C(OCC)C.O>C1(C)C=CC=CC=1>[C:1]([N:9]1[CH2:14][CH2:13][N:12]([C:15]2[N:20]=[C:19]([O:21][CH3:22])[CH:18]=[CH:17][N:16]=2)[CH2:11][CH2:10]1)(=[S:32])[C:2]1[CH:7]=[CH:6][CH:5]=[CH:4][CH:3]=1. Procedure details: 0.56 g (1.9 mmol) of 2-(4-benzoyl-1-piperazinyl)-4-methoxypyrimidine are dissolved in 25 mL of dry toluene, and 0.46 g (1.14 mmol) of Lawesson's reagent (2,4-bis(4-methoxyphenyl)-1,32,4-dithiadiphosphaethano-2,4-disulphide) added. The mixture is heated to 80-90° C. for 16 hours. Ethyl ether is added, basic water is used to wash the residue and the organic extract is dried with NaSO4 and the solvent evaporated off under reduced pressure. The resulting crude residue is crystallised with ethyl ethe...